Dataset: the Open Reaction Database (ORD), a public repository of structured organic reaction records. Task: describe an organic reaction: reactants, conditions, products, and yield The reactants are N1N=CC=C1 (1H-pyrazole), BrC1=CN=C(C2=CC=C(C=C12)OC)O (4-bromo-6-methoxyisoquinolin-1-ol). Reaction conditions: temperature 80 celsius, time 8 hour. Yields the product COC=1C=C2C(=CN=C(C2=CC1)O)N1N=CC=C1 (6-methoxy-4-(1H-pyrazol-1-yl) isoquinolin-1-ol). Isolated yield 11.6%. RXN SMILES: [NH:1]1[CH:5]=[CH:4][CH:3]=[N:2]1.Br[C:7]1[C:16]2[C:11](=[CH:12][CH:13]=[C:14]([O:17][CH3:18])[CH:15]=2)[C:10]([OH:19])=[N:9][CH:8]=1>>[CH3:18][O:17][C:14]1[CH:15]=[C:16]2[C:11](=[CH:12][CH:13]=1)[C:10]([OH:19])=[N:9][CH:8]=[C:7]2[N:1]1[CH:5]=[CH:4][CH:3]=[N:2]1. Procedure: 1H-pyrazole (0.201 g, 2.95 mmol) was taken in sealed tube vessel and heated to 80° C. To the melted compound 4-bromo-6-methoxyisoquinolin-1-ol (0.25 g, 0.984 mmol) was added and heating was raised to 150° C. and stirred for overnight. The reaction mixture was cooled to RT. The resulting solid (6-methoxy-4-(1H-pyrazol-1-yl) isoquinolin-1-ol (0.25 g, 0.114 mmol) 11.59% yield) was taken to the next step without further purification. MS: MS m/z 242.10 (M++1). Reactants: Cc1noc(-c2ccc(C(=O)O)cc2)n1, COc1ccc(C(=O)N(C)C2CNCC2c2ccc(Cl)c(Cl)c2)cc1C(F)(F)F. Yields the product COc1ccc(C(=O)N(C)C2CN(C(=O)c3ccc(-c4nc(C)no4)cc3)CC2c2ccc(Cl)c(Cl)c2)cc1C(F)(F)F. Reaction SMILES: [CH3:30][c:31]1[n:32][o:33][c:34](-[c:36]2[cH:37][cH:38][c:39]([C:40](=[O:41])[OH:42])[cH:43][cH:44]2)[n:35]1.[Cl:1][c:2]1[cH:3][c:4]([CH:9]2[CH:10]([N:14]([C:15]([c:16]3[cH:17][c:18]([C:24]([F:25])([F:26])[F:27])[c:19]([O:22][CH3:23])[cH:20][cH:21]3)=[O:28])[CH3:29])[CH2:11][NH:12][CH2:13]2)[cH:5][cH:6][c:7]1[Cl:8]>>[Cl:1][c:2]1[cH:3][c:4]([CH:9]2[CH:10]([N:14]([C:15]([c:16]3[cH:17][c:18]([C:24]([F:25])([F:26])[F:27])[c:19]([O:22][CH3:23])[cH:20][cH:21]3)=[O:28])[CH3:29])[CH2:11][N:12]([C:40]([c:39]3[cH:38][cH:37][c:36](-[c:34]4[o:33][n:32][c:31]([CH3:30])[n:35]4)[cH:44][cH:43]3)=[O:41])[CH2:13]2)[cH:5][cH:6][c:7]1[Cl:8]. Conditions: time 24 hour. The reactants are COC(CC1(CCC(C=2C3=CC=CC(=C3NC12)CC)C(=C)C)CC)=O (4-(1-methylethenyl)-1,8-diethyl-2,3,4,9-tetrahydro-1H-carbazole-1-acetic acid methyl ester), O (water), ketone, C(=O)([O-])[O-].[K+].[K+] (K2CO3). Isolated yield 91.5%. Procedure details: The 4-(1-methylethenyl)-1,8-diethyl-2,3,4,9-tetrahydro-1H-carbazole-1-acetic acid methyl ester (1.72 g, 5.08 mmol), prepared in Step (b), derived from the less polar ketone, and 7.11 mmol of K2CO3 (0.983 g) were refluxed under nitrogen in 40.6 ml of MeOH containing 5.1 ml of water. After 24 hours, most of the methanol was removed in vacuo and the residue was dissolved in 15 ml of water. It was acidified to pH~1 with 3M HCl (aq.) and extracted with 4×40 ml of ether. Drying (MgSO4) and flash chrom... As a reaction SMILES: C[O:2][C:3](=[O:25])[CH2:4][C:5]1([CH2:23][CH3:24])[C:17]2[NH:16][C:15]3[C:10](=[CH:11][CH:12]=[CH:13][C:14]=3[CH2:18][CH3:19])[C:9]=2[CH:8]([C:20]([CH3:22])=[CH2:21])[CH2:7][CH2:6]1.C([O-])([O-])=O.[K+].[K+].O>CO>[CH3:22][C:20]([CH:8]1[C:9]2[C:10]3[C:15](=[C:14]([CH2:18][CH3:19])[CH:13]=[CH:12][CH:11]=3)[NH:16][C:17]=2[C:5]([CH2:23][CH3:24])([CH2:4][C:3]([OH:25])=[O:2])[CH2:6][CH2:7]1)=[CH2:21] |f:1.2.3|. The solvent is CO (MeOH). The product is CC(=C)C1CCC(C=2NC3=C(C=CC=C3C12)CC)(CC(=O)O)CC (4-(1-Methylethenyl)-1,8-diethyl-2,3,4,9-tetrahydro-1H-carbazole-1-acetic Acid). Reactants: IC[C@@H]1CC2(O[C@@H]([C@H](O2)C2=CC=CC=C2)C2=CC=CC=C2)CC1 ((2R,3R,7S)-7-(iodomethyl)-2,3-diphenyl-1,4-dioxaspiro[4.4]nonane), C(C)(C)NC(C)C (diisopropylamine), C(CCC)[Li].CCCCCC (n-butyl lithium hexane), BrC=1C=C(C=CC1S(=O)(=O)C1CC1)CC(=O)OC (methyl [3-bromo-4-(cyclopropylsulfonyl)phenyl]acetate). Run in C1CCOC1 (THF), O (water), C1CCOC1 (THF), C1CCOC1 (THF), CN1C(N(CCC1)C)=O (1,3-dimethyltetrahydropyrimidin-2(1H)-one), C1CCOC1 (THF), CN1C(N(CCC1)C)=O (1,3-dimethyl tetrahydropyrimidin-2(1H)-one). Run at temperature -50 celsius, time 1 hour. Yields the product BrC=1C=C(C=CC1S(=O)(=O)C1CC1)C(C(=O)OC)C[C@@H]1CC2(O[C@@H]([C@H](O2)C2=CC=CC=C2)C2=CC=CC=C2)CC1 (methyl 2-[3-bromo-4-(cyclopropylsulfonyl)phenyl]-3-[(2R,3R,7R)-2,3-diphenyl-1,4-dioxaspiro[4.4]non-7-yl]propionate). Yield: 72.4%. RXN SMILES: C(NC(C)C)(C)C.C([Li])CCC.CCCCCC.[Br:19][C:20]1[CH:21]=[C:22]([CH2:32][C:33]([O:35][CH3:36])=[O:34])[CH:23]=[CH:24][C:25]=1[S:26]([CH:29]1[CH2:31][CH2:30]1)(=[O:28])=[O:27].I[CH2:38][C@H:39]1[CH2:59][CH2:58][C:41]2([O:45][C@H:44]([C:46]3[CH:51]=[CH:50][CH:49]=[CH:48][CH:47]=3)[C@@H:43]([C:52]3[CH:57]=[CH:56][CH:55]=[CH:54][CH:53]=3)[O:42]2)[CH2:40]1>C1COCC1.O.CN1CCCN(C)C1=O>[Br:19][C:20]1[CH:21]=[C:22]([CH:32]([CH2:38][C@H:39]2[CH2:59][CH2:58][C:41]3([O:45][C@H:44]([C:46]4[CH:51]=[CH:50][CH:49]=[CH:48][CH:47]=4)[C@@H:43]([C:52]4[CH:57]=[CH:56][CH:55]=[CH:54][CH:53]=4)[O:42]3)[CH2:40]2)[C:33]([O:35][CH3:36])=[O:34])[CH:23]=[CH:24][C:25]=1[S:26]([CH:29]1[CH2:31][CH2:30]1)(=[O:28])=[O:27] |f:1.2|. Reported procedure: To a mixture of diisopropylamine (6.94 mL), 1,3-dimethyltetrahydropyrimidin-2(1H)-one (18 mL) and THF (60 mL) was added 2.64 M n-butyl lithium/hexane solution (18.4 mL) at an internal temperature of −50° C. or lower, followed by stirring at an internal temperature of −50° C. or lower for 1 hour. To the reaction mixture was added dropwise a solution of methyl [3-bromo-4-(cyclopropylsulfonyl)phenyl]acetate (15.0 g) in THF (20 mL)/1,3-dimethyl tetrahydropyrimidin-2(1H)-one (9 mL) at an internal tem... Reactants: C(C1=CC=CC=C1)OC(=O)N1COC([C@@H]1CCP(=O)(C)OCC)=O ((4S)-3-benzyloxycarbonyl-4-{2-[ethoxy(methyl)phosphinyl]ethyl}-1,3-oxazolidin-5-one), A-3,817,956, Cl (hydrochloric acid). Product: Cl.N[C@@H](CCP(O)(=O)C)C(=O)O (L-homoalanin-4-yl(methyl)phosphinic acid hydrochloride). Isolated yield 82.1%. RXN SMILES: C(OC([N:11]1[C@@H:15]([CH2:16][CH2:17][P:18]([O:21]CC)([CH3:20])=[O:19])[C:14](=[O:24])[O:13]C1)=O)C1C=CC=CC=1.[ClH:25]>>[ClH:25].[NH2:11][C@H:15]([C:14]([OH:24])=[O:13])[CH2:16][CH2:17][P:18]([CH3:20])(=[O:19])[OH:21] |f:2.3|. Procedure: 0.50 g (1.4 mmol) of (4S)-3-benzyloxycarbonyl-4-{2-[ethoxy(methyl)phosphinyl]ethyl}-1,3-oxazolidin-5-one (from Example 12) are, as described in DE-A-3,817,956, hydrolyzed by heating in 6N hydrochloric acid. 0.25 g (82.1% of theory) of L-homoalanin-4-yl(methyl)phosphinic acid hydrochloride are obtained as a white solid having a melting point of Mp 202° C. (decomposition).